This data is from the Open Reaction Database (ORD), a public repository of structured organic reaction records. The task is: describe an organic reaction: reactants, conditions, products, and yield The reactants are [Li]CCCC, C1CCOC1, [Cl-], Cn1nc(-c2c(F)cccc2Cl)nc1-c1cc(-c2ccc(OC(F)(F)F)cc2)sc1Br, CI, [NH4+], O. The product is Cc1sc(-c2ccc(OC(F)(F)F)cc2)cc1-c1nc(-c2c(F)cccc2Cl)nn1C. Reaction SMILES: [CH2:1]([Li:2])[CH2:3][CH2:4][CH3:5].[CH2:41]1[O:42][CH2:43][CH2:44][CH2:45]1.[Cl-:39].[Cl:6][c:7]1[c:8](-[c:14]2[n:15][n:16]([CH3:36])[c:17](-[c:19]3[c:20]([Br:35])[s:21][c:22](-[c:24]4[cH:25][cH:26][c:27]([O:30][C:31]([F:32])([F:33])[F:34])[cH:28][cH:29]4)[cH:23]3)[n:18]2)[c:9]([F:13])[cH:10][cH:11][cH:12]1.[I:37][CH3:38].[NH4+:40].[OH2:46]>>[CH3:1][c:20]1[c:19](-[c:17]2[n:16]([CH3:36])[n:15][c:14](-[c:8]3[c:7]([Cl:6])[cH:12][cH:11][cH:10][c:9]3[F:13])[n:18]2)[cH:23][c:22](-[c:24]2[cH:25][cH:26][c:27]([O:30][C:31]([F:32])([F:33])[F:34])[cH:28][cH:29]2)[s:21]1.